From a dataset of the Open Reaction Database (ORD), a public repository of structured organic reaction records. describe an organic reaction: reactants, conditions, products, and yield Starting materials: CC1=NNC2=CC(=CC=C12)C(=O)O (3-methyl-indazole-6-carboxylic acid), Cl (hydrogen chloride), CO (methanol). Run at time 12 hour. Yields the product CC1=NNC2=CC(=CC=C12)C(=O)OC (Methyl 3-methyl-1H-indazole-6-carboxylate). As a reaction SMILES: [CH3:1][C:2]1[C:10]2[C:5](=[CH:6][C:7]([C:11]([OH:13])=[O:12])=[CH:8][CH:9]=2)[NH:4][N:3]=1.Cl.[CH3:15]O>>[CH3:1][C:2]1[C:10]2[C:5](=[CH:6][C:7]([C:11]([O:13][CH3:15])=[O:12])=[CH:8][CH:9]=2)[NH:4][N:3]=1. Reported procedure: A solution of 3-methyl-indazole-6-carboxylic acid (1.57 g, Reference Example 45) in methanol (75 ml) was treated with hydrogen chloride gas for 10 minutes. The reaction mixture was stirred for 12 hours at room temperature then evaporated. The residue was partitioned between ethyl acetate (50 ml) and saturated sodium bicarbonate solution (50 ml). The combined extracts were dried over sodium sulphate then evaporated. The residue was washed with hexane to give the title compound (1.56 g) which was ... Reactants: Cc1ocnc1C1(N)CC1, CCN=C=NCCCN(C)C, ClCCl, Cl, CNC(=O)c1c(-c2ccc(F)cc2)oc2ccc(-c3cc(C(=O)O)ccc3C)cc12, O, On1nnc2ccccc21. Yields the product CNC(=O)c1c(-c2ccc(F)cc2)oc2ccc(-c3cc(C(=O)NC4(c5ncoc5C)CC4)ccc3C)cc12. Reaction SMILES: [CH3:31][c:32]1[c:33]([C:37]2([NH2:40])[CH2:38][CH2:39]2)[n:34][cH:35][o:36]1.[CH3:41][CH2:42][N:43]=[C:44]=[N:45][CH2:46][CH2:47][CH2:48][N:49]([CH3:50])[CH3:51].[Cl:63][CH2:64][Cl:65].[ClH:52].[F:1][c:2]1[cH:3][cH:4][c:5](-[c:8]2[o:9][c:10]3[c:11]([c:12]2[C:13]([NH:14][CH3:15])=[O:16])[cH:17][c:18](-[c:21]2[cH:22][c:23]([C:24](=[O:25])[OH:26])[cH:27][cH:28][c:29]2[CH3:30])[cH:19][cH:20]3)[cH:6][cH:7]1.[OH2:66].[OH:53][n:54]1[c:55]2[c:56]([cH:57][cH:58][cH:59][cH:60]2)[n:61][n:62]1>>[F:1][c:2]1[cH:3][cH:4][c:5](-[c:8]2[o:9][c:10]3[c:11]([c:12]2[C:13]([NH:14][CH3:15])=[O:16])[cH:17][c:18](-[c:21]2[cH:22][c:23]([C:24](=[O:25])[NH:40][C:37]4([c:33]5[c:32]([CH3:31])[o:36][cH:35][n:34]5)[CH2:38][CH2:39]4)[cH:27][cH:28][c:29]2[CH3:30])[cH:19][cH:20]3)[cH:6][cH:7]1. Starting materials: BrBr, CC(=O)O, Nc1nc(O)cc(-c2cccc(Cl)c2)n1. The product is Nc1nc(O)c(Br)c(-c2cccc(Cl)c2)n1. RXN SMILES: [Br:16][Br:17].[CH3:18][C:19](=[O:20])[OH:21].[NH2:1][c:2]1[n:3][c:4](-[c:9]2[cH:10][c:11]([Cl:15])[cH:12][cH:13][cH:14]2)[cH:5][c:6]([OH:8])[n:7]1>>[NH2:1][c:2]1[n:3][c:4](-[c:9]2[cH:10][c:11]([Cl:15])[cH:12][cH:13][cH:14]2)[c:5]([Br:16])[c:6]([OH:8])[n:7]1. Starting materials: OC1(c2ncc(Br)s2)CCC2(CC1)OCCO2, C1CCOC1, CCOC(C)=O, Cl, [Na+], [OH-]. Product: O=C1CCC(O)(c2ncc(Br)s2)CC1. Reaction SMILES: [Br:1][c:2]1[cH:3][n:4][c:5]([C:7]2([OH:17])[CH2:8][CH2:9][C:10]3([O:11][CH2:14][CH2:13][O:12]3)[CH2:15][CH2:16]2)[s:6]1.[CH2:21]1[O:22][CH2:23][CH2:24][CH2:25]1.[CH3:26][CH2:27][O:28][C:29]([CH3:30])=[O:31].[ClH:18].[Na+:20].[OH-:19]>>[Br:1][c:2]1[cH:3][n:4][c:5]([C:7]2([OH:17])[CH2:8][CH2:9][C:10](=[O:11])[CH2:15][CH2:16]2)[s:6]1. Starting materials: C1CCNCC1, COc1ccc2c(c1)CC(=O)N2C, C[S+](C)(C)=O, CO, [H-], [I-], O=Cc1ccc2c(I)n[nH]c2c1, [Na+], CN(C)C=O. Product: COc1ccc2c(c1)C1(CC1c1ccc3c(I)n[nH]c3c1)C(=O)N2C. As a reaction SMILES: [CH2:26]1[CH2:27][CH2:28][NH:29][CH2:30][CH2:31]1.[CH3:1][O:2][c:3]1[cH:4][c:5]2[c:9]([cH:10][cH:11]1)[N:8]([CH3:12])[C:7](=[O:13])[CH2:6]2.[CH3:35][S+:36]([CH3:37])([CH3:38])=[O:39].[CH3:45][OH:46].[H-:33].[I-:34].[I:14][c:15]1[n:16][nH:17][c:18]2[cH:19][c:20]([CH:24]=[O:25])[cH:21][cH:22][c:23]12.[Na+:32].[O:40]=[CH:41][N:42]([CH3:43])[CH3:44]>>[CH3:1][O:2][c:3]1[cH:4][c:5]2[c:9]([cH:10][cH:11]1)[N:8]([CH3:12])[C:7](=[O:13])[C:6]21[CH:24]([c:20]2[cH:19][c:18]3[nH:17][n:16][c:15]([I:14])[c:23]3[cH:22][cH:21]2)[CH2:26]1. Starting materials: O=C([O-])[O-], O=C(C=Cc1ccccc1)C=Cc1ccccc1, ClCCl, [Cs+], [Cs+], [Cu+], N#Cc1cccc(I)c1, O=S(=O)([O-])C(F)(F)F, Cc1ccccc1C, c1cnc2c(c1)ccc1cccnc12, c1ccccc1, c1ccc(-c2c[nH]cn2)nc1. Product: N#Cc1cccc(-n2cnc(-c3ccccn3)c2)c1. RXN SMILES: [C:33](=[O:34])([O-:35])[O-:36].[CH:15](=[CH:16][C:17]([CH:18]=[CH:19][c:20]1[cH:21][cH:22][cH:23][cH:24][cH:25]1)=[O:26])[c:27]1[cH:28][cH:29][cH:30][cH:31][cH:32]1.[Cl:67][CH2:68][Cl:69].[Cs+:37].[Cs+:38].[Cu+:84].[I:50][c:51]1[cH:52][c:53]([C:54]#[N:55])[cH:56][cH:57][cH:58]1.[S:76]([O-:77])([C:78]([F:79])([F:80])[F:81])(=[O:82])=[O:83].[c:59]1([CH3:60])[c:61]([CH3:62])[cH:63][cH:64][cH:65][cH:66]1.[cH:1]1[cH:2][c:3]2[cH:4][cH:5][c:6]3[c:7]([c:8]2[n:9][cH:10]1)[n:11][cH:12][cH:13][cH:14]3.[cH:70]1[cH:71][cH:72][cH:73][cH:74][cH:75]1.[n:39]1[c:40](-[c:45]2[n:46][cH:47][nH:48][cH:49]2)[cH:41][cH:42][cH:43][cH:44]1>>[n:39]1[c:40](-[c:45]2[n:46][cH:47][n:48](-[c:51]3[cH:52][c:53]([C:54]#[N:55])[cH:56][cH:57][cH:58]3)[cH:49]2)[cH:41][cH:42][cH:43][cH:44]1. Starting materials: [Si](C)(C)(C(C)(C)C)Cl (t-butyldimethylsilyl chloride), C([C@H](O)C1=CC=CC=C1)(=O)OCC (ethyl (R)-(-)-mandelate), N1C=NC=C1 (imidazole). The solvent is CN(C=O)C (dimethylformamide), CN(C=O)C (dimethylformamide). Conditions: temperature 40 celsius, time 8 hour. The product is [Si](C)(C)(C(C)(C)C)O[C@@H](C(=O)OCC)C1=CC=CC=C1 (Ethyl (R)-α-(t-butyldimethylsilyloxy)-α-phenylacetate). Reaction SMILES: [Si:1](Cl)([C:4]([CH3:7])([CH3:6])[CH3:5])([CH3:3])[CH3:2].[C:9]([O:19][CH2:20][CH3:21])(=[O:18])[C@@H:10]([C:12]1[CH:17]=[CH:16][CH:15]=[CH:14][CH:13]=1)[OH:11].N1C=CN=C1>CN(C)C=O>[Si:1]([O:11][C@H:10]([C:12]1[CH:17]=[CH:16][CH:15]=[CH:14][CH:13]=1)[C:9]([O:19][CH2:20][CH3:21])=[O:18])([C:4]([CH3:7])([CH3:6])[CH3:5])([CH3:3])[CH3:2]. Procedure details: A solution of 31.4 g of t-butyldimethylsilyl chloride in 200 ml of dimethylformamide was added dropwise to a solution of 25 g of ethyl (R)-(-)-mandelate and 28.4 g of imidazole in 600 ml of anhydrous dimethylformamide, and the resulting mixture was stirred overnight at 40° C. The dimethylformamide solvent was then removed by distillation under reduced pressure, and the residue was mixed with water and then extracted with ethyl acetate. The extract was dried over anhydrous sodium sulfate, and the... The reactants are CC(C)(C)OC(=O)NCCBr, O=C([O-])[O-], CC#N, Cl, N#Cc1ccc(OCCN2CC3CNCC(C2)O3)c(F)c1, [K+], [K+]. Yields the product CC(C)(C)OC(=O)NCCN1CC2CN(CCOc3ccc(C#N)cc3F)CC(C1)O2. As a reaction SMILES: [Br:23][CH2:24][CH2:25][NH:26][C:27]([O:28][C:29]([CH3:30])([CH3:31])[CH3:32])=[O:33].[C:34](=[O:35])([O-:36])[O-:37].[CH3:40][C:41]#[N:42].[ClH:1].[F:2][c:3]1[cH:4][c:5]([C:6]#[N:7])[cH:8][cH:9][c:10]1[O:11][CH2:12][CH2:13][N:14]1[CH2:15][CH:16]2[CH2:17][NH:18][CH2:19][CH:20]([CH2:21]1)[O:22]2.[K+:38].[K+:39]>>[F:2][c:3]1[cH:4][c:5]([C:6]#[N:7])[cH:8][cH:9][c:10]1[O:11][CH2:12][CH2:13][N:14]1[CH2:15][CH:16]2[CH2:17][N:18]([CH2:24][CH2:25][NH:26][C:27]([O:28][C:29]([CH3:30])([CH3:31])[CH3:32])=[O:33])[CH2:19][CH:20]([CH2:21]1)[O:22]2. Starting materials: CCOC(C)Oc1ccc(C(=O)C(C)Br)cc1, C1CCOC1, CCCC[N+](CCCC)(CCCC)CCCC, O=C1C=C(Nc2ccc(Cl)cc2Cl)CCN1N1CCCCC1, [H-], [I-], [Na+]. The product is CCOC(C)Oc1ccc(C(=O)C(C)C2=C(Nc3ccc(Cl)cc3Cl)CCN(N3CCCCC3)C2=O)cc1. RXN SMILES: [Br:25][CH:26]([C:27](=[O:28])[c:29]1[cH:30][cH:31][c:32]([O:35][CH:36]([CH3:37])[O:38][CH2:39][CH3:40])[cH:33][cH:34]1)[CH3:41].[CH2:42]1[O:43][CH2:44][CH2:45][CH2:46]1.[CH2:48]([N+:49]([CH2:50][CH2:51][CH2:52][CH3:53])([CH2:54][CH2:55][CH2:56][CH3:57])[CH2:58][CH2:59][CH2:60][CH3:61])[CH2:62][CH2:63][CH3:64].[Cl:1][c:2]1[c:3]([NH:9][C:10]2=[CH:11][C:12](=[O:22])[N:13]([N:16]3[CH2:17][CH2:18][CH2:19][CH2:20][CH2:21]3)[CH2:14][CH2:15]2)[cH:4][cH:5][c:6]([Cl:8])[cH:7]1.[H-:24].[I-:47].[Na+:23]>>[Cl:1][c:2]1[c:3]([NH:9][C:10]2=[C:11]([CH:26]([C:27](=[O:28])[c:29]3[cH:30][cH:31][c:32]([O:35][CH:36]([CH3:37])[O:38][CH2:39][CH3:40])[cH:33][cH:34]3)[CH3:41])[C:12](=[O:22])[N:13]([N:16]3[CH2:17][CH2:18][CH2:19][CH2:20][CH2:21]3)[CH2:14][CH2:15]2)[cH:4][cH:5][c:6]([Cl:8])[cH:7]1.